Dataset: the Open Reaction Database (ORD), a public repository of structured organic reaction records. Task: describe an organic reaction: reactants, conditions, products, and yield Procedure details: Diol intermediate 12a (1.58 g, 5.0 mmol, 1 equiv.) was dissolved in anhydrous acetonitrile (100 mL) and heated to reflux with stirring and formed a transparent, light-tan solution. Lead tetraacetate (4.42 g, 10.0 mmol, 2 equiv.) was added portion-wise to the solution over a period of 5 minutes, quickly turning the solution opaque and brown in color. The solution was then stirred at reflux for 4 hours, resulting in the formation of a dark-orange precipitate within the brown solution. The consumpt... The yield is 78.6%. Yields the product BrC1=CC2=C(C3=CC=CC=C3C(=C2C=C1)C=O)C=O (2-Bromo-9,10-anthracenedialdehyde). Solvent: C(C)#N (acetonitrile). Reaction SMILES: [Br:1][C:2]1[CH:15]=[CH:14][C:13]2[CH:12]3[CH:16]([OH:19])[CH:17]([OH:18])[CH:5]([C:6]4[C:11]3=[CH:10][CH:9]=[CH:8][CH:7]=4)[C:4]=2[CH:3]=1.C([O-])(=O)C.C([O-])(=O)C.C([O-])(=O)C.C([O-])(=O)C.[Pb+4].C(=O)([O-])[O-].[Na+].[Na+]>C(#N)C>[Br:1][C:2]1[CH:15]=[CH:14][C:13]2[C:4](=[C:5]([CH:17]=[O:18])[C:6]3[C:11]([C:12]=2[CH:16]=[O:19])=[CH:10][CH:9]=[CH:8][CH:7]=3)[CH:3]=1 |f:1.2.3.4.5,6.7.8|. Reactants: C([O-])([O-])=O.[Na+].[Na+] (sodium carbonate), Diol, BrC1=CC=2C3C4=CC=CC=C4C(C2C=C1)C(C3O)O (2-Bromo-9,10-dihydro-9,10-ethanoanthracene-11,12-diol), C(C)(=O)[O-].C(C)(=O)[O-].C(C)(=O)[O-].C(C)(=O)[O-].[Pb+4] (Lead tetraacetate). The reactants are FC(C1=C(C=CC=C1)[Mg]Br)(F)F (2-(trifluoromethyl)phenylmagnesium bromide), BrC1=CC(=C(C=O)C=C1)F (4-bromo-2-fluorobenzaldehyde), FC(C1=C(C(C2=CC=CC=C2)O)C=CC(=C1)Cl)(F)F (2-(trifluoromethyl)-4-chlorobenzhydrol). Product: FC(C1=C(C(C2=C(C=C(C=C2)Br)F)O)C=CC=C1)(F)F (2-(trifluoromethyl)-2′-fluoro-4′-bromobenzhydrol). Reaction SMILES: [F:1][C:2]([F:12])([F:11])[C:3]1[CH:8]=[CH:7][CH:6]=[CH:5][C:4]=1[Mg]Br.[Br:13][C:14]1[CH:21]=[CH:20][C:17]([CH:18]=[O:19])=[C:16]([F:22])[CH:15]=1.FC(F)(F)C1C=C(Cl)C=CC=1C(O)C1C=CC=CC=1>>[F:1][C:2]([F:12])([F:11])[C:3]1[CH:8]=[CH:7][CH:6]=[CH:5][C:4]=1[CH:18]([OH:19])[C:17]1[CH:20]=[CH:21][C:14]([Br:13])=[CH:15][C:16]=1[F:22]. Reported procedure: This material was prepared from 2-(trifluoromethyl)phenylmagnesium bromide (60 mmol) and 4-bromo-2-fluorobenzaldehyde (54 mmol) using the procedure described for compound (96) (12.3 g, 74%). As a reaction SMILES: [NH:1]1[C:9]2[C:4](=[CH:5][CH:6]=[CH:7][CH:8]=2)[C:3](/[CH:10]=[CH:11]/[C:12]2[CH:17]=[CH:16][C:15]([NH:18][C:19]([N:21]3[CH2:26][CH2:25][N:24]([C:27](=[O:29])[CH3:28])[CH2:23][CH2:22]3)=[O:20])=[CH:14][C:13]=2[N+:30]([O-])=O)=[N:2]1.[Sn].Cl.[OH-].[Na+]>C(O)C>[NH2:30][C:13]1[CH:14]=[C:15]([NH:18][C:19]([N:21]2[CH2:26][CH2:25][N:24]([C:27](=[O:29])[CH3:28])[CH2:23][CH2:22]2)=[O:20])[CH:16]=[CH:17][C:12]=1/[CH:11]=[CH:10]/[C:3]1[C:4]2[C:9](=[CH:8][CH:7]=[CH:6][CH:5]=2)[NH:1][N:2]=1 |f:3.4,^3:32|. Starting materials: [OH-].[Na+] (sodium hydroxide), [Sn] (tin), Cl (hydrochloric acid), N1N=C(C2=CC=CC=C12)/C=C/C1=C(C=C(C=C1)NC(=O)N1CCN(CC1)C(C)=O)[N+](=O)[O-] ((E)-N-{4-[2-(1H-indazol-3-yl)vinyl]-3-nitrophenyl}-4-acetylpiperazine-1-carboxamide). Product: NC=1C=C(C=CC1\C=C\C1=NNC2=CC=CC=C12)NC(=O)N1CCN(CC1)C(C)=O ((E)-N-{3-amino-4-[2-(1H-indazol-3-yl)vinyl]phenyl}-4-acetylpiperazine-1-carboxamide). The yield is 75.5%. Conditions: temperature 40 celsius, time 1 hour. Run in C(C)O (ethanol). Procedure details: Compound 86 (150 mg, 0.36 mmol) was dissolved in ethanol (2 mL), and the solution was added with tin (92 mg, 0.77 mmol) and concentrated hydrochloric acid (1.0 mL) under ice-cooling, followed by stirring at 40° C. for 1 hour. To the reaction mixture, 6 mol/L sodium hydroxide was added to neutralize the mixture under ice-cooling. Then, the mixture was filtered. The filtrate was added with saturated aqueous sodium hydrogencarbonate solution and extracted with ethyl acetate. The organic layer was w... The reactants are CC(C)S(=O)(=O)n1c(N)nc2ccc(C(O)(CC(N)=O)c3ccccc3)cc21, ClC(Cl)Cl, Cc1ccc(S(=O)(=O)O)cc1. Yields the product CC(C)S(=O)(=O)n1c(N)nc2ccc(C(=CC(N)=O)c3ccccc3)cc21. As a reaction SMILES: [CH:12]([CH3:13])([CH3:14])[S:15](=[O:16])(=[O:17])[n:18]1[c:19]([NH2:39])[n:20][c:21]2[c:22]1[cH:23][c:24]([C:27]([c:28]1[cH:29][cH:30][cH:31][cH:32][cH:33]1)([CH2:34][C:35](=[O:36])[NH2:37])[OH:38])[cH:25][cH:26]2.[CH:40]([Cl:41])([Cl:42])[Cl:43].[c:1]1([CH3:2])[cH:3][cH:4][c:5]([S:6]([OH:7])(=[O:8])=[O:9])[cH:10][cH:11]1>>[CH:12]([CH3:13])([CH3:14])[S:15](=[O:16])(=[O:17])[n:18]1[c:19]([NH2:39])[n:20][c:21]2[c:22]1[cH:23][c:24]([C:27]([c:28]1[cH:29][cH:30][cH:31][cH:32][cH:33]1)=[CH:34][C:35](=[O:36])[NH2:37])[cH:25][cH:26]2.